Dataset: the Open Reaction Database (ORD), a public repository of structured organic reaction records. Task: describe an organic reaction: reactants, conditions, products, and yield The reactants are ClC1=C(OCCCC(=O)O)C=CC(=C1Cl)\C=C(/CC)\[N+](=O)[O-] ((E)-4-[2,3-dichloro-4-(2-nitro-1-butenyl)phenoxy]butyric acid), NCCC(=O)O (β-alanine), ClC1=C(OC2(CCC2)C(=O)O)C=CC(=C1Cl)\C=C(/CC)\[N+](=O)[O-] ((E)-1-[2,3-dichloro-4-(2-nitro-1-butenyl)phenoxy]cyclobutane-1-carboxylic acid), NCC(=O)O (glycine). The product is ClC1=C(OC2(CCC2)C(=O)NCCC(=O)O)C=CC(=C1Cl)\C=C(/CC)\[N+](=O)[O-] (N-{(E)-1-[2,3-dichloro-4-(2-nitro-1-butenyl)phenoxy]-cyclobutane-1-carbonyl}-3-aminopropionic acid). As a reaction SMILES: ClC1C(Cl)=C(/C=C(/[N+]([O-])=O)\CC)C=CC=1OCCCC(O)=O.[Cl:23][C:24]1[C:37]([Cl:38])=[C:36](/[CH:39]=[C:40](/[N+:43]([O-:45])=[O:44])\[CH2:41][CH3:42])[CH:35]=[CH:34][C:25]=1[O:26][C:27]1([C:31](O)=[O:32])[CH2:30][CH2:29][CH2:28]1.NCC(O)=O.[NH2:51][CH2:52][CH2:53][C:54]([OH:56])=[O:55]>>[Cl:23][C:24]1[C:37]([Cl:38])=[C:36](/[CH:39]=[C:40](/[N+:43]([O-:45])=[O:44])\[CH2:41][CH3:42])[CH:35]=[CH:34][C:25]=1[O:26][C:27]1([C:31]([NH:51][CH2:52][CH2:53][C:54]([OH:56])=[O:55])=[O:32])[CH2:30][CH2:29][CH2:28]1. Procedure: By carrying out the reaction essentially as described in Example 9, except that the (E)-4-[2,3-dichloro-4-(2-nitro-1-butenyl)phenoxy]butyric acid is replaced by an equimolar quantity of (E)-1-[2,3-dichloro-4-(2-nitro-1-butenyl)phenoxy]cyclobutane-1-carboxylic acid and the glycine is replaced by an equimolar quantity of β-alanine, there is obtained N-{(E)-1-[2,3-dichloro-4-(2-nitro-1-butenyl)phenoxy]-cyclobutane-1-carbonyl}-3-aminopropionic acid. Reactants: C(C1=CC=CC=C1)OC1=CC=C(C=C1)C=1C(N2C=CC3=C(C2=C(C1)C(=O)O)SC=C3)=O (8-[p-(benzyloxy)phenyl]-7-oxo-7H-thieno[2,3-a]quinolizine-10-carboxylic acid), ON1N=NC2=C1C=CC=C2 (1-hydroxybenzotriazole), Cl.CN(CCCN=C=NCC)C (N-(3-dimethylaminopropyl)-N'-ethyl-carbodiimide hydrochloride), C(C)N(CC)CC1=CC=C(CN)C=C1 (4-diethylaminomethyl-benzylamine), CN1CCOCC1 (N-methyl-morpholine). The solvent is CN(C=O)C (dimethylformamide). The product is C(C)N(C1=CC=C(CNC(=O)C=2C=C(C(N3C=CC4=C(C23)SC=C4)=O)C4=CC=C(C=C4)OCC4=CC=CC=C4)C=C1)CC (8-(4-Benzyloxy-phenyl)-7-oxo-7H-thieno[2,3-a]quinolizine-10-carboxylic acid 4-diethylamino-benzyl-amide). RXN SMILES: [CH2:1]([O:8][C:9]1[CH:14]=[CH:13][C:12]([C:15]2[C:16](=[O:31])[N:17]3[C:22](=[C:23]([C:25]([OH:27])=O)[CH:24]=2)[C:21]2[S:28][CH:29]=[CH:30][C:20]=2[CH:19]=[CH:18]3)=[CH:11][CH:10]=1)[C:2]1[CH:7]=[CH:6][CH:5]=[CH:4][CH:3]=1.C(N(C[C:38]1[CH:45]=[CH:44][C:41]([CH2:42][NH2:43])=[CH:40][CH:39]=1)CC)C.C[N:47]1[CH2:52][CH2:51]O[CH2:49][CH2:48]1.ON1C2C=CC=CC=2N=N1.Cl.CN(C)CCCN=C=NCC>CN(C)C=O>[CH2:48]([N:47]([CH2:52][CH3:51])[C:38]1[CH:39]=[CH:40][C:41]([CH2:42][NH:43][C:25]([C:23]2[CH:24]=[C:15]([C:12]3[CH:13]=[CH:14][C:9]([O:8][CH2:1][C:2]4[CH:3]=[CH:4][CH:5]=[CH:6][CH:7]=4)=[CH:10][CH:11]=3)[C:16](=[O:31])[N:17]3[C:22]=2[C:21]2[S:28][CH:29]=[CH:30][C:20]=2[CH:19]=[CH:18]3)=[O:27])=[CH:44][CH:45]=1)[CH3:49] |f:4.5|. Procedure details: From 8-[p-(benzyloxy)phenyl]-7-oxo-7H-thieno[2,3-a]quinolizine-10-carboxylic acid with 4-diethylaminomethyl-benzylamine, N-methyl-morpholine, 1-hydroxybenzotriazole and N-(3-dimethylaminopropyl)-N'-ethyl-carbodiimide hydrochloride in dimethylformamide. Starting materials: OB(O)c2ccc1ccccc1c2 (effective_coupling_partner), CC(C)(C)C(=O)Oc2c1ccccc1cc3ccccc23 (substrate). The reagents and catalysts are PCy3. Conditions: temperature 120 celsius, time 24 hour. Yields the product c5ccc4cc(c2c1ccccc1cc3ccccc23)ccc4c5. Reactants: C1(=CC=CC=C1)S(=O)(=O)N1CCN(CC1)C(=O)C=1NC2=CC=C(C=C2C1)C(=O)N1CCN(CC1)C(C)C ((4-Benzenesulfonyl-piperazin-1-yl)-[5-(4-isopropyl-piperazine-1-carbonyl)-1H-indol-2-yl]-methanone), ClC=1C=C(C=CC1)B(O)O (3-chlorophenylboronic acid). Yields the product C1(=CC=CC=C1)S(=O)(=O)N1CCN(CC1)C(=O)C=1N(C2=CC=C(C=C2C1)C(=O)N1CCN(CC1)C(C)C)C1=CC(=CC=C1)Cl ((4-Benzenesulfonyl-piperazin-1-yl)-[1-(3-chloro-phenyl)-5-(4-isopropyl-piperazine-1-carbonyl)-1H-indol-2-yl]-methanone). The yield is 47.0%. Reaction SMILES: [C:1]1([S:7]([N:10]2[CH2:15][CH2:14][N:13]([C:16]([C:18]3[NH:19][C:20]4[C:25]([CH:26]=3)=[CH:24][C:23]([C:27]([N:29]3[CH2:34][CH2:33][N:32]([CH:35]([CH3:37])[CH3:36])[CH2:31][CH2:30]3)=[O:28])=[CH:22][CH:21]=4)=[O:17])[CH2:12][CH2:11]2)(=[O:9])=[O:8])[CH:6]=[CH:5][CH:4]=[CH:3][CH:2]=1.[Cl:38][C:39]1[CH:40]=[C:41](B(O)O)[CH:42]=[CH:43][CH:44]=1>>[C:1]1([S:7]([N:10]2[CH2:11][CH2:12][N:13]([C:16]([C:18]3[N:19]([C:43]4[CH:42]=[CH:41][CH:40]=[C:39]([Cl:38])[CH:44]=4)[C:20]4[C:25]([CH:26]=3)=[CH:24][C:23]([C:27]([N:29]3[CH2:30][CH2:31][N:32]([CH:35]([CH3:37])[CH3:36])[CH2:33][CH2:34]3)=[O:28])=[CH:22][CH:21]=4)=[O:17])[CH2:14][CH2:15]2)(=[O:8])=[O:9])[CH:2]=[CH:3][CH:4]=[CH:5][CH:6]=1. Procedure details: The title compound was synthesized in analogy to example 5, from (4-benzenesulfonyl-piperazin-1-yl)-[5-(4-isopropyl-piperazine-1-carbonyl)-1H-indol-2-yl]-methanone (example 13) and 3-chlorophenylboronic acid to afford the desired product as a light brown foam (47%). MS (ISP): 634.3 (M+H)+. Reactants: CCCCCC, CC(C)(O)c1c(F)cccc1F, [N-]=[N+]=N, O=C(O)C(F)(F)F. Product: CC(C)(N=[N+]=[N-])c1c(F)cccc1F. As a reaction SMILES: [CH3:23][CH2:24][CH2:25][CH2:26][CH2:27][CH3:28].[F:1][c:2]1[c:3]([C:9]([CH3:10])([CH3:11])[OH:12])[c:4]([F:8])[cH:5][cH:6][cH:7]1.[NH:20]=[N+:21]=[N-:22].[OH:13][C:14]([C:15]([F:16])([F:17])[F:18])=[O:19]>>[F:1][c:2]1[c:3]([C:9]([CH3:10])([CH3:11])[N:20]=[N+:21]=[N-:22])[c:4]([F:8])[cH:5][cH:6][cH:7]1. Starting materials: CC(C)(C)N(C(=O)[O-])C1CCN(CC2Cn3c(=O)ccc4ncc(F)c2c43)CC1O, ClCCl. Yields the product NC1CCN(CC2Cn3c(=O)ccc4ncc(F)c2c43)CC1O. RXN SMILES: [CH3:1][C:2]([N:5]([C:3](=[O:4])[O-:6])[CH:9]1[CH:10]([OH:30])[CH2:11][N:12]([CH2:15][CH:16]2[CH2:17][n:18]3[c:19]4[c:20]2[c:21]([F:29])[cH:22][n:23][c:24]4[cH:25][cH:26][c:27]3=[O:28])[CH2:13][CH2:14]1)([CH3:7])[CH3:8].[Cl:31][CH2:32][Cl:33]>>[NH2:5][CH:9]1[CH:10]([OH:30])[CH2:11][N:12]([CH2:15][CH:16]2[CH2:17][n:18]3[c:19]4[c:20]2[c:21]([F:29])[cH:22][n:23][c:24]4[cH:25][cH:26][c:27]3=[O:28])[CH2:13][CH2:14]1. Conditions: temperature 80 celsius, time 18 hour. Yield: 80.2%. The product is CC(C)(C1=CC=C(C=C1)C1=C(N=C2N1C1=C(NC3=C2C=CC=C3)N=CC=C1)C1=CC=CC=C1)NC(OC(C)(C)C)=O (tert-butyl {1-methyl-1-[4-(2-phenyl-9H-imidazo[1,2-d]pyrido[2,3-b][1,4]benzodiazepin-3-yl) phenyl]ethyl}carbamate). Run in O1CCOCC1 (dioxane), O (H2O). RXN SMILES: Br[C:2]1[N:6]2[C:7]3[CH:19]=[CH:18][CH:17]=[N:16][C:8]=3[NH:9][C:10]3[CH:15]=[CH:14][CH:13]=[CH:12][C:11]=3[C:5]2=[N:4][C:3]=1[C:20]1[CH:25]=[CH:24][CH:23]=[CH:22][CH:21]=1.[CH3:26][C:27]([NH:44][C:45](=[O:51])[O:46][C:47]([CH3:50])([CH3:49])[CH3:48])([C:29]1[CH:34]=[CH:33][C:32](B2OC(C)(C)C(C)(C)O2)=[CH:31][CH:30]=1)[CH3:28].P([O-])([O-])([O-])=O.[K+].[K+].[K+]>O1CCOCC1.O>[CH3:28][C:27]([NH:44][C:45](=[O:51])[O:46][C:47]([CH3:48])([CH3:49])[CH3:50])([C:29]1[CH:30]=[CH:31][C:32]([C:2]2[N:6]3[C:7]4[CH:19]=[CH:18][CH:17]=[N:16][C:8]=4[NH:9][C:10]4[CH:15]=[CH:14][CH:13]=[CH:12][C:11]=4[C:5]3=[N:4][C:3]=2[C:20]2[CH:21]=[CH:22][CH:23]=[CH:24][CH:25]=2)=[CH:33][CH:34]=1)[CH3:26] |f:2.3.4.5|. Reactants: BrC1=C(N=C2N1C1=C(NC3=C2C=CC=C3)N=CC=C1)C1=CC=CC=C1 (3-bromo-2-phenyl-9H-imidazo[1,2-d]pyrido[2,3-b][1,4]benzodiazepine), CC(C)(C1=CC=C(C=C1)B1OC(C(O1)(C)C)(C)C)NC(OC(C)(C)C)=O (tert-butyl {1-methyl-1-[4-(4,4,5,5-tetramethyl-1,3,2-dioxaborolan-2-yl)phenyl]ethyl}carbamate), P(=O)([O-])([O-])[O-].[K+].[K+].[K+] (potassium phosphate), PdCl2(dppf)CH2Cl2. Procedure details: A suspension of 3-bromo-2-phenyl-9H-imidazo[1,2-d]pyrido[2,3-b][1,4]benzodiazepine (50 mg) and tert-butyl {1-methyl-1-[4-(4,4,5,5-tetramethyl-1,3,2-dioxaborolan-2-yl)phenyl]ethyl}carbamate (93 mg) and potassium phosphate (82 mg) and PdCl2(dppf)CH2Cl2 (11 mg) in dioxane (2.5 mL) and H2O (0.25 mL) was degassed for 5 min then stirred at 80° C. for 18 h. The reaction mixture was concentrated under reduced pressure. Purification by column chromatography (0-50% ethyl acetate in hexanes) gave the produ... Reactants: CCOC(=O)CC(C#N)=CC(C)C, Cl, [Li+], C1CCOC1, [OH-], O, O. Yields the product CC(C)C=C(C#N)CC(=O)O. As a reaction SMILES: [C:1](#[N:2])[C:3]([CH2:4][C:5](=[O:6])[O:7][CH2:8][CH3:9])=[CH:10][CH:11]([CH3:12])[CH3:13].[ClH:17].[Li+:16].[O:18]1[CH2:19][CH2:20][CH2:21][CH2:22]1.[OH-:15].[OH2:14].[OH2:23]>>[C:1](#[N:2])[C:3]([CH2:4][C:5](=[O:6])[OH:7])=[CH:10][CH:11]([CH3:12])[CH3:13]. Starting materials: ice water, ClC1=C(C=C(C(=C1)F)N1C(N(C(=CC1=O)C(F)(F)F)C)=O)O (2-chloro-4-fluoro-5-[3-methyl-2,6-dioxo-4-(trifluoromethyl)-1,2,3,6-tetrahydropyrimidin-1-yl]phenol), C(C1=CC=CC=C1)OC1=NC(=NC=C1)Cl (4-benzyloxy-2-chloropyrimidine), C([O-])([O-])=O.[K+].[K+] (potassium carbonate). Solvent: CN(C=O)C (N,N-dimethylformamide). Reaction conditions: temperature 80 celsius, time 2 hour. Yields the product C(C1=CC=CC=C1)OC1=NC(=NC=C1)OC1=C(C=C(C(=C1)N1C(N(C(=CC1=O)C(F)(F)F)C)=O)F)Cl (4-benzyloxy-2-{2-chloro-4-fluoro-5-[3-methyl-2,6-dioxo-4-(trifluoromethyl)-1,2,3,6-tetrahydropyrimidin-1-yl]phenoxy}pyrimidine). Isolated yield 39.9%. Reaction SMILES: [Cl:1][C:2]1[CH:7]=[C:6]([F:8])[C:5]([N:9]2[C:14](=[O:15])[CH:13]=[C:12]([C:16]([F:19])([F:18])[F:17])[N:11]([CH3:20])[C:10]2=[O:21])=[CH:4][C:3]=1[OH:22].[CH2:23]([O:30][C:31]1[CH:36]=[CH:35][N:34]=[C:33](Cl)[N:32]=1)[C:24]1[CH:29]=[CH:28][CH:27]=[CH:26][CH:25]=1.C(=O)([O-])[O-].[K+].[K+]>CN(C)C=O>[CH2:23]([O:30][C:31]1[CH:36]=[CH:35][N:34]=[C:33]([O:22][C:3]2[CH:4]=[C:5]([N:9]3[C:14](=[O:15])[CH:13]=[C:12]([C:16]([F:18])([F:19])[F:17])[N:11]([CH3:20])[C:10]3=[O:21])[C:6]([F:8])=[CH:7][C:2]=2[Cl:1])[N:32]=1)[C:24]1[CH:25]=[CH:26][CH:27]=[CH:28][CH:29]=1 |f:2.3.4|. Procedure details: 2.6 g of 2-chloro-4-fluoro-5-[3-methyl-2,6-dioxo-4-(trifluoromethyl)-1,2,3,6-tetrahydropyrimidin-1-yl]phenol and 1.7 g of 4-benzyloxy-2-chloropyrimidine were dissolved in 20 ml of N,N-dimethylformamide, to this solution was added 1.07 g of potassium carbonate, and the mixture was stirred for 2 hours at 80° C. The reaction solution was cooled to room temperature, then, this reaction solution was poured into ice water, and extracted with ethyl acetate. The organic layer was washed with 10% aqueous... Starting materials: NC1=CC2=C(NC(N2)=C(C(=O)C2=CC(=CC(=C2)F)F)C(=O)C2=CC=CC=C2)C=C1 (2-(5-amino-1,3-dihydro-2H-benzimidazol-2-ylidene)-1-(3,5-difluorophenyl)-3-phenylpropane-1,3-dione), OCC1=CC=CC=2NN=NC21 (hydroxymethylbenzotriazole). Solvent: C(C)O (ethanol). Conditions: time 20 hour. Product: FC=1C=C(C=C(C1)F)C(C(C(=O)C1=CC=CC=C1)=C1NC2=C(N1)C=CC(=C2)NC)=O (1-(3,5-difluorophenyl)-2-[5-methylamino-1,3-dihydro-2H-benzimidazol-2-ylidene]-3-phenylpropane-1,3-dione). Yield: 39.3%. As a reaction SMILES: [NH2:1][C:2]1[CH:29]=[CH:28][C:5]2[NH:6][C:7](=[C:9]([C:20]([C:22]3[CH:27]=[CH:26][CH:25]=[CH:24][CH:23]=3)=[O:21])[C:10]([C:12]3[CH:17]=[C:16]([F:18])[CH:15]=[C:14]([F:19])[CH:13]=3)=[O:11])[NH:8][C:4]=2[CH:3]=1.O[CH2:31]C1C2N=NNC=2C=CC=1>C(O)C>[F:18][C:16]1[CH:17]=[C:12]([C:10](=[O:11])[C:9](=[C:7]2[NH:6][C:5]3[CH:28]=[CH:29][C:2]([NH:1][CH3:31])=[CH:3][C:4]=3[NH:8]2)[C:20]([C:22]2[CH:23]=[CH:24][CH:25]=[CH:26][CH:27]=2)=[O:21])[CH:13]=[C:14]([F:19])[CH:15]=1. Reported procedure: To a solution of 2-(5-amino-1,3-dihydro-2H-benzimidazol-2-ylidene)-1-(3,5-difluorophenyl)-3-phenylpropane-1,3-dione (400 mg) and ethanol (10 ml) was added hydroxymethylbenzotriazole (168 mg) at room temperature, and the reaction solution was stirred at room temperature for 20 hours. The reaction solution was filtered and the resulting solid matter was dissolved in THF (10 ml). Thereto was added sodium borohydride (78 mg) at room temperature and the reaction mixture was stirred at room temperatur...